Dataset: the Open Reaction Database (ORD), a public repository of structured organic reaction records. Task: describe an organic reaction: reactants, conditions, products, and yield The reactants are CN1N=C(C=2C1=NC(=CC2C(F)(F)F)NCC(=O)OC)C2=CC=CC=C2 (methyl 2-(1-methyl-3-phenyl-4-(trifluoromethyl)-1H-pyrazolo[3,4-b]pyridin-6-ylamino)acetate), O (H2O). The solvent is C(C)O (ethanol), [Li+].[OH-] (LiOH). Conditions: time 15 minute. The product is CN1N=C(C=2C1=NC(=CC2C(F)(F)F)NCC(=O)O)C2=CC=CC=C2 (2-(1-methyl-3-phenyl-4-(trifluoromethyl)-1H-pyrazolo[3,4-b]pyridin-6-ylamino)acetic acid). Isolated yield 83.6%. Reaction SMILES: [CH3:1][N:2]1[C:6]2=[N:7][C:8]([NH:15][CH2:16][C:17]([O:19]C)=[O:18])=[CH:9][C:10]([C:11]([F:14])([F:13])[F:12])=[C:5]2[C:4]([C:21]2[CH:26]=[CH:25][CH:24]=[CH:23][CH:22]=2)=[N:3]1.O>C(O)C.[Li+].[OH-]>[CH3:1][N:2]1[C:6]2=[N:7][C:8]([NH:15][CH2:16][C:17]([OH:19])=[O:18])=[CH:9][C:10]([C:11]([F:13])([F:14])[F:12])=[C:5]2[C:4]([C:21]2[CH:26]=[CH:25][CH:24]=[CH:23][CH:22]=2)=[N:3]1 |f:3.4|. Procedure: To a solution of methyl 2-(1-methyl-3-phenyl-4-(trifluoromethyl)-1H-pyrazolo[3,4-b]pyridin-6-ylamino)acetate (0.045 g, 0.123 mmol) in ethanol (2.0 mL), aqueous LiOH×H2O (0.026 g, 0.618 mmol in 0.1 mL) was added and stirred at it for 15 min. The organic solvents were removed under reduced pressure and the reaction mixture was acidified with 10% HCl (pH ˜2) to obtain a white solid which was filtered through a funnel and dried under vacuum to yield the title compound as a white solid (0.036 g, 90%)... Starting materials: FC1=C(OC2=CC3=C(N=C(N=C3)S(=O)(=O)C)N(C2=O)C[C@@H](C)O)C=CC(=C1)F (6-(2,4-difluorophenoxy)-8-((R)2-hydroxypropyl)-2-methanesulfonyl-8H-pyrido[2,3-d]pyrimidin-7-one), N[C@@H](CO)C ((R)-2-amino-1-propanol). Solvent: O1CCCC1 (tetrahydrofuran). Run at time 8 hour. Product: FC1=C(OC2=CC3=C(N=C(N=C3)N[C@@H](CO)C)N(C2=O)C[C@@H](C)O)C=CC(=C1)F (6-(2,4-difluoro-phenoxy)-2-((R)-2-hydroxy-1-methyl-ethylamino)-8-((R)-2-hydroxy-propyl)-8H-pyrido[2,3-d]pyrimidin-7-one). The yield is 86.1%. Reaction SMILES: [F:1][C:2]1[CH:27]=[C:26]([F:28])[CH:25]=[CH:24][C:3]=1[O:4][C:5]1[C:18](=[O:19])[N:17]([CH2:20][C@H:21]([OH:23])[CH3:22])[C:8]2[N:9]=[C:10](S(C)(=O)=O)[N:11]=[CH:12][C:7]=2[CH:6]=1.[NH2:29][C@H:30]([CH3:33])[CH2:31][OH:32]>O1CCCC1>[F:1][C:2]1[CH:27]=[C:26]([F:28])[CH:25]=[CH:24][C:3]=1[O:4][C:5]1[C:18](=[O:19])[N:17]([CH2:20][C@H:21]([OH:23])[CH3:22])[C:8]2[N:9]=[C:10]([NH:29][C@H:30]([CH3:33])[CH2:31][OH:32])[N:11]=[CH:12][C:7]=2[CH:6]=1. Reported procedure: To a tetrahydrofuran (5 mL) solution of 6-(2,4-difluorophenoxy)-8-((R)2-hydroxypropyl)-2-methanesulfonyl-8H-pyrido[2,3-d]pyrimidin-7-one (400 mg, 1 mmol) was added (R)-2-amino-1-propanol (0.38 mL, 5 mmol) and stirred overnight at room temperature. Concentrated under vacuum and chromatographed on silica gel eluding with 2% methanol in dichloromethane and converted to the hydrochloride salt to give 350 mg 6-(2,4-difluoro-phenoxy)-2-((R)-2-hydroxy-1-methyl-ethylamino)-8-((R)-2-hydroxy-propyl)-8H-py... Starting materials: CCO, Cl, CCCCCCCCCCCCCCCCNc1ccc(C(=O)OCC)cc1F, [K+], [OH-], O. Yields the product CCCCCCCCCCCCCCCCNc1ccc(C(=O)O)cc1F. RXN SMILES: [CH3:32][CH2:33][OH:34].[ClH:35].[F:3][c:4]1[cH:5][c:6]([C:7](=[O:8])[O:9][CH2:10][CH3:11])[cH:12][cH:13][c:14]1[NH:15][CH2:16][CH2:17][CH2:18][CH2:19][CH2:20][CH2:21][CH2:22][CH2:23][CH2:24][CH2:25][CH2:26][CH2:27][CH2:28][CH2:29][CH2:30][CH3:31].[K+:2].[OH-:1].[OH2:36]>>[F:3][c:4]1[cH:5][c:6]([C:7](=[O:8])[OH:9])[cH:12][cH:13][c:14]1[NH:15][CH2:16][CH2:17][CH2:18][CH2:19][CH2:20][CH2:21][CH2:22][CH2:23][CH2:24][CH2:25][CH2:26][CH2:27][CH2:28][CH2:29][CH2:30][CH3:31]. Reactants: CC1=NNC(=C1[N+](=O)[O-])C(=O)OCC (ethyl 3-methyl-4-nitropyrazole-5-carboxylate), 7-alkylamino-3-methylpyrazolo[4,3-d]pyrimidines, CC1=NNC(=C1[N+](=O)[O-])C(=O)O (3-methyl-4-nitropyrazole-5-carboxylic acid). Product: CC1=NNC(=C1[N+](=O)[O-])C(=O)N (3-methyl-4-nitropyrazole-5-carboxamide), CC1=NNC(=C1[N+](=O)[O-])C(=O)OCC (ethyl 3-methyl-4-nitropyrazole-5-carboxylate). RXN SMILES: [CH3:1][C:2]1[C:6]([N+:7]([O-:9])=[O:8])=[C:5]([C:10]([OH:12])=O)[NH:4][N:3]=1.[CH3:13][C:14]1[C:18]([N+:19]([O-:21])=[O:20])=[C:17]([C:22]([O:24][CH2:25][CH3:26])=[O:23])[NH:16][N:15]=1>>[CH3:1][C:2]1[C:6]([N+:7]([O-:9])=[O:8])=[C:5]([C:10]([NH2:15])=[O:12])[NH:4][N:3]=1.[CH3:13][C:14]1[C:18]([N+:19]([O-:21])=[O:20])=[C:17]([C:22]([O:24][CH2:25][CH3:26])=[O:23])[NH:16][N:15]=1. Procedure: In a method for synthesizing 7-alkylamino-3-methylpyrazolo[4,3-d]pyrimidines, including the steps of esterifying 3-methyl-4-nitropyrazole-5-carboxylic acid to ethyl 3-methyl-4-nitropyrazole-5-carboxylate, forming 3-methyl-4-nitropyrazole-5-carboxamide from ethyl 3-methyl-4-nitropyrazole-5-carboxylate, catalytically reducing and formylating ethyl 3-methyl-4-nitropyrazole-5-carboxamide to produce 4-formylamino-3-methylpyrazole-5-carboxamide, closing the ring of 4-formylamino-3-methylpyrazole-5-car... Starting materials: BrC=1C(C2=CC(=CC=C2C1C1=CC(=CC(=C1)F)F)O)=O (2-Bromo-3-(3,5-difluorophenyl)-6-hydroxy-1H-inden-1-one), BrC=1C(C2=CC(=CC=C2C1C1=CC=CC=C1)O)=O (2-bromo-6-hydroxy-3-phenyl-1H-inden-1-one), CN(CCCO)C (3-(dimethylamino)propanol). Conditions: time 4 day. Product: CN(CCCOC1=CC=C2C(=C(C(C2=C1)=O)Br)C1=CC(=CC(=C1)F)F)C (6-(3-(Dimethylamino)propoxy)-2-bromo-3-(3,5-difluorophenyl)-1H-inden-1-one). Isolated yield 86.0%. Reaction SMILES: [Br:1][C:2]1[C:3](=[O:20])[C:4]2[C:9]([C:10]=1[C:11]1[CH:16]=[C:15]([F:17])[CH:14]=[C:13]([F:18])[CH:12]=1)=[CH:8][CH:7]=[C:6]([OH:19])[CH:5]=2.BrC1C(=O)C2C(C=1C1C=CC=CC=1)=CC=C(O)C=2.[CH3:39][N:40]([CH3:45])[CH2:41][CH2:42][CH2:43]O>>[CH3:39][N:40]([CH3:45])[CH2:41][CH2:42][CH2:43][O:19][C:6]1[CH:5]=[C:4]2[C:9]([C:10]([C:11]3[CH:12]=[C:13]([F:18])[CH:14]=[C:15]([F:17])[CH:16]=3)=[C:2]([Br:1])[C:3]2=[O:20])=[CH:8][CH:7]=1. Procedure details: The procedure of Step 6 of Example 1 was repeated except for using 2-bromo-3-(3,5-difluorophenyl)-6-hydroxy-1H-inden-1-one obtained in Step 5 of Example 36 as a starting material instead of 2-bromo-6-hydroxy-3-phenyl-1H-inden-1-one, 3-(dimethylamino)propanol instead of 4-(2-hydroxyethyl)morpholine, being stirred for 4 d, and being purified by silica gel column chromatography (CH2Cl2/EtOAc=1:1) to obtain the title compound (86%). Starting materials: BrC1=CC(=C(S1)[N+](=O)[O-])C(=O)N (5-bromo-2-nitrothiophene-3-carboxamide), FC1=C(C(=CC(=C1)N1CCOCC1)F)B(O)O ((2,6-difluoro-4-morpholin-4-ylphenyl)boronic acid), BrC1=CC(=C(S1)[N+](=O)[O-])C(=O)N (5-bromo-2-nitrothiophene-3-carboxamide), BrC1=CC(=C(S1)[N+](=O)[O-])C(=O)N (5-bromo-2-nitrothiophene-3-carboxamide). The product is FC1=C(C(=CC(=C1)N1CCOCC1)F)C1=CC(=C(S1)[N+](=O)[O-])C(=O)N (5-(2,6-Difluoro-4-morpholin-4-ylphenyl)-2-nitrothiophene-3-carboxamide). As a reaction SMILES: Br[C:2]1[S:6][C:5]([N+:7]([O-:9])=[O:8])=[C:4]([C:10]([NH2:12])=[O:11])[CH:3]=1.[F:13][C:14]1[CH:19]=[C:18]([N:20]2[CH2:25][CH2:24][O:23][CH2:22][CH2:21]2)[CH:17]=[C:16]([F:26])[C:15]=1B(O)O>>[F:26][C:16]1[CH:17]=[C:18]([N:20]2[CH2:21][CH2:22][O:23][CH2:24][CH2:25]2)[CH:19]=[C:14]([F:13])[C:15]=1[C:2]1[S:6][C:5]([N+:7]([O-:9])=[O:8])=[C:4]([C:10]([NH2:12])=[O:11])[CH:3]=1. Reported procedure: The title compound was prepared as described in Intermediate 10 Step 5 using 5-bromo-2-nitrothiophene-3-carboxamide (Intermediate 10 Step 4) (582 mg, 2.32 mmol) and (2,6-difluoro-4-morpholin-4-ylphenyl)boronic acid (TFA salt) (830 mg, 2.33 mmol) as starting materials.